The task is: describe an organic reaction: reactants, conditions, products, and yield. This data is from the Open Reaction Database (ORD), a public repository of structured organic reaction records. The reactants are N1CCC(C(=O)O)CC1 (isonipecotic acid), [OH-].[Na+] (NaOH), Cl (HCl), C(C1=CC=CC=C1)(=O)Cl (benzoyl chloride). Solvent: O (water). Conditions: time 0.5 hour. The product is C(C1=CC=CC=C1)(=O)N1CCC(C(=O)O)CC1 (1-Benzoylisonipecotic acid). Isolated yield 44.3%. As a reaction SMILES: [NH:1]1[CH2:9][CH2:8][CH:4]([C:5]([OH:7])=[O:6])[CH2:3][CH2:2]1.[OH-].[Na+].[C:12](Cl)(=[O:19])[C:13]1[CH:18]=[CH:17][CH:16]=[CH:15][CH:14]=1.Cl>O>[C:12]([N:1]1[CH2:9][CH2:8][CH:4]([C:5]([OH:7])=[O:6])[CH2:3][CH2:2]1)(=[O:19])[C:13]1[CH:18]=[CH:17][CH:16]=[CH:15][CH:14]=1 |f:1.2|. Reported procedure: To a solution of 10 g of isonipecotic acid in 100 mL of water was added 31 mL of 5 N NaOH at 0° C. The reaction was warmed to room temperature and stirred for 0.5 h. The reaction was again cooled to 0° C. and 11.97 g of benzoyl chloride was added. The reaction was then warmed to room temperature and stirred for 1.5 h. Concentrated HCl was then added until a precipitate formed. The mixture was extracted with 3×150 mL of ethyl acetate and the combined organic layers were dried over magnesium sulfa... Starting materials: C(C)(C)(C)C=1C=C(C=C(C1O)C(C)(C)C)S(=O)(=O)Cl (3,5-di-tertiary-butyl-4-hydroxybenzenesulfonyl chloride), O (water), CO (methanol), N1=CC=CC=C1 (pyridine). Conditions: time 30 minute. The product is C(C)(C)(C)C=1C=C(C=C(C1O)C(C)(C)C)S(=O)(=O)OC (methyl 3,5-di-tertiary-butyl-4-hydroxybenzenesulfonate). The yield is 78.7%. RXN SMILES: [C:1]([C:5]1[CH:6]=[C:7]([S:16](Cl)(=[O:18])=[O:17])[CH:8]=[C:9]([C:12]([CH3:15])([CH3:14])[CH3:13])C=1O)([CH3:4])([CH3:3])[CH3:2].[CH3:20][OH:21].N1C=CC=C[CH:23]=1.[OH2:28]>>[C:12]([C:9]1[CH:8]=[C:7]([S:16]([O:18][CH3:23])(=[O:17])=[O:28])[CH:6]=[C:5]([C:1]([CH3:2])([CH3:3])[CH3:4])[C:20]=1[OH:21])([CH3:13])([CH3:14])[CH3:15]. Reported procedure: To a mixture of 10.0 g (32.4 mmol) of 3,5-di-tertiary-butyl-4-hydroxybenzenesulfonyl chloride, prepared as described above, and 50 ml of anhydrous methanol was added 2.56 g (32.4 mmol) of pyridine. An exothermic reaction ensued resulting in a solution. The solution was stirred at room temperature for 30 minutes and poured into water. A white solid precipitate formed which was collected and dissolved in methylene chloride. The solution was washed with water, dried over magnesium sulfate and conce... The reactants are C(C)OC([C@H](CC1=CC=C(C=C1)OCCCBr)OC)=O ((2S)-3-[4-(3-Bromo-propoxy)-phenyl]-2-methoxy-propionic acid ethyl ester), C1=CC=C(C=2OC3=C(C21)C=CC=C3)C3=CC=C(C=C3)O (4-Dibenzofuran-4-yl-phenol), [OH-].[Na+] (NaOH). The product is C1=CC=C(C=2OC3=C(C21)C=CC=C3)C3=CC=C(OCCCOC2=CC=C(C=C2)C[C@@H](C(=O)O)OC)C=C3 ((2S)-3-{4-[3-(4-Dibenzofuran-4-yl-phenoxy)-propoxy]-phenyl}-2-methoxy-propionic acid). As a reaction SMILES: C([O:3][C:4](=[O:20])[C@@H:5]([O:18][CH3:19])[CH2:6][C:7]1[CH:12]=[CH:11][C:10]([O:13][CH2:14][CH2:15][CH2:16]Br)=[CH:9][CH:8]=1)C.[CH:21]1[C:29]2[C:28]3[CH:30]=[CH:31][CH:32]=[CH:33][C:27]=3[O:26][C:25]=2[C:24]([C:34]2[CH:39]=[CH:38][C:37]([OH:40])=[CH:36][CH:35]=2)=[CH:23][CH:22]=1.[OH-].[Na+]>>[CH:21]1[C:29]2[C:28]3[CH:30]=[CH:31][CH:32]=[CH:33][C:27]=3[O:26][C:25]=2[C:24]([C:34]2[CH:39]=[CH:38][C:37]([O:40][CH2:16][CH2:15][CH2:14][O:13][C:10]3[CH:9]=[CH:8][C:7]([CH2:6][C@H:5]([O:18][CH3:19])[C:4]([OH:3])=[O:20])=[CH:12][CH:11]=3)=[CH:36][CH:35]=2)=[CH:23][CH:22]=1 |f:2.3|. Procedure details: (2S)-3-[4-(3-Bromo-propoxy)-phenyl]-2-methoxy-propionic acid ethyl ester from 0, Step A was treated with 4-Dibenzofuran-4-yl-phenol from Step A under the Standard Procedure J. The compound thus obtained was allowed to react under Standard hydrolysis procedure C (NaOH) to give the title compound. MS(ES) for C31H30O6 [M+Na]+: 519. Starting materials: Nc1ccc(Sc2ncc(Br)cn2)cc1, C1COCCO1, O=C=NC(=O)c1ccccc1[N+](=O)[O-], O. Product: O=C(NC(=O)c1ccccc1[N+](=O)[O-])Nc1ccc(Sc2ncc(Br)cn2)cc1. As a reaction SMILES: [Br:15][c:16]1[cH:17][n:18][c:19]([S:22][c:23]2[cH:24][cH:25][c:26]([NH2:29])[cH:27][cH:28]2)[n:20][cH:21]1.[CH2:30]1[O:31][CH2:32][CH2:33][O:34][CH2:35]1.[N+:1](=[O:2])([O-:3])[c:4]1[c:5]([C:6](=[O:7])[N:8]=[C:9]=[O:10])[cH:11][cH:12][cH:13][cH:14]1.[OH2:36]>>[N+:1](=[O:2])([O-:3])[c:4]1[c:5]([C:6](=[O:7])[NH:8][C:9](=[O:10])[NH:29][c:26]2[cH:25][cH:24][c:23]([S:22][c:19]3[n:18][cH:17][c:16]([Br:15])[cH:21][n:20]3)[cH:28][cH:27]2)[cH:11][cH:12][cH:13][cH:14]1. The reactants are C1C=CC2=CC=CC=C12 (indene), O (water), Cl.CN(CCCCl)C (3-dimethylaminopropylchloride-hydrochloride), [OH-].[Na+] (sodium hydroxide). Procedure details: A mixture of 232 g. (2.0 moles) of indene and the free base prepared from 264 g. (1.6 moles) of 3-dimethylaminopropylchloride-hydrochloride is added in portions over 1 hour to a rapidly stirred mixture of 300 g. (7.5 moles) of sodium hydroxide, 300 g. of water and 300 ml. of 40% Triton B in methanol. The initial temperature is 50° and the rate of addition controlled to keep the temperature between 55°-60°. The green mixture is stirred at 60° for 4 hours, cooled, diluted with 1500 ml. of water an... Reaction conditions: time 4 hour. Yields the product CN(CCCC1=CCC2=CC=CC=C12)C (N,N-Dimethylinden-3-propylamine). Run in CO (methanol). As a reaction SMILES: [CH2:1]1[C:9]2[C:4](=[CH:5][CH:6]=[CH:7][CH:8]=2)[CH:3]=[CH:2]1.Cl.[CH3:11][N:12]([CH3:17])[CH2:13][CH2:14][CH2:15]Cl.[OH-].[Na+].O>CO>[CH3:11][N:12]([CH3:17])[CH2:13][CH2:14][CH2:15][C:1]1[C:9]2[C:4](=[CH:5][CH:6]=[CH:7][CH:8]=2)[CH2:3][CH:2]=1 |f:1.2,3.4|. Reactants: CCOC(=O)COc1ccc(CCBr)cc1O, BrCc1ccccc1, O=C([O-])[O-], CN(C)C=O, [K+], [K+], O. Product: CCOC(=O)COc1ccc(CCBr)cc1OCc1ccccc1. As a reaction SMILES: [Br:1][CH2:2][CH2:3][c:4]1[cH:5][c:6]([OH:17])[c:7]([O:8][CH2:9][C:10](=[O:11])[O:12][CH2:13][CH3:14])[cH:15][cH:16]1.[Br:24][CH2:25][c:26]1[cH:27][cH:28][cH:29][cH:30][cH:31]1.[C:18](=[O:19])([O-:20])[O-:21].[CH3:33][N:34]([CH3:35])[CH:36]=[O:37].[K+:22].[K+:23].[OH2:32]>>[Br:1][CH2:2][CH2:3][c:4]1[cH:5][c:6]([O:17][CH2:25][c:26]2[cH:27][cH:28][cH:29][cH:30][cH:31]2)[c:7]([O:8][CH2:9][C:10](=[O:11])[O:12][CH2:13][CH3:14])[cH:15][cH:16]1.